This data is from the Open Reaction Database (ORD), a public repository of structured organic reaction records. The task is: describe an organic reaction: reactants, conditions, products, and yield Yield: 97.0%. Reactants: O\N=C\C=1C=CC=2N(N1)C(=NN2)CNC(OC(C)(C)C)=O ((E)-tert-butyl (6-((hydroxyimino)methyl)-[1,2,4]triazolo[4,3-b]pyridazin-3-yl)methylcarbamate), ClN1C(CCC1=O)=O (1-chloropyrrolidine-2,5-dione). Procedure details: Dissolved (E)-tert-butyl (6-((hydroxyimino)methyl)-[1,2,4]triazolo[4,3-b]pyridazin-3-yl)methylcarbamate (200 mg, 0.684 mmol) in 25 mL of DMF and added 1-chloropyrrolidine-2,5-dione (95.9 mg, 0.718 mmol). Let stir at rt for 2 h. Poured reaction mixture onto water (20 mL) and extracted with ether (3×20 mL). Washed organics with water (2×20 mL), brine (1×20 ml), dried over sodium sulfate, filtered and concentrated. Title compound used without further purification (220 mg, 97% yield). Reaction conditions: time 2 hour. Solvent: CN(C)C=O (DMF). RXN SMILES: [OH:1]/[N:2]=[CH:3]/[C:4]1[CH:5]=[CH:6][C:7]2[N:8]([C:10]([CH2:13][NH:14][C:15](=[O:21])[O:16][C:17]([CH3:20])([CH3:19])[CH3:18])=[N:11][N:12]=2)[N:9]=1.[Cl:22]N1C(=O)CCC1=O>CN(C=O)C>[Cl:22]/[C:3](=[N:2]\[OH:1])/[C:4]1[CH:5]=[CH:6][C:7]2[N:8]([C:10]([CH2:13][NH:14][C:15](=[O:21])[O:16][C:17]([CH3:18])([CH3:20])[CH3:19])=[N:11][N:12]=2)[N:9]=1. The product is Cl\C(\C=1C=CC=2N(N1)C(=NN2)CNC(OC(C)(C)C)=O)=N/O ((Z)-tert-butyl (6-(chloro(hydroxyimino)methyl)-[1,2,4]triazolo[4,3-b]pyridazin-3-yl)methylcarbamate).